The task is: describe an organic reaction: reactants, conditions, products, and yield. This data is from the Open Reaction Database (ORD), a public repository of structured organic reaction records. Starting materials: C#CCSc1ccc(OCC(=O)OC(C)(C)C)c(C)c1, Ic1ccccc1. The product is Cc1cc(SCC#Cc2ccccc2)ccc1OCC(=O)OC(C)(C)C. As a reaction SMILES: [C:1]([CH3:2])([CH3:3])([CH3:4])[O:5][C:6]([CH2:7][O:8][c:9]1[c:10]([CH3:19])[cH:11][c:12]([S:15][CH2:16][C:17]#[CH:18])[cH:13][cH:14]1)=[O:20].[I:21][c:22]1[cH:23][cH:24][cH:25][cH:26][cH:27]1>>[C:1]([CH3:2])([CH3:3])([CH3:4])[O:5][C:6]([CH2:7][O:8][c:9]1[c:10]([CH3:19])[cH:11][c:12]([S:15][CH2:16][C:17]#[C:18][c:22]2[cH:23][cH:24][cH:25][cH:26][cH:27]2)[cH:13][cH:14]1)=[O:20]. Reactants: C, CCO, O=C1c2c(Cl)cc(C#CCN3CCCC3)cc2CN1Cc1ccc(Oc2ccccc2)cc1, [H][H], [Pd]. Product: O=C1c2c(Cl)cc(CCCN3CCCC3)cc2CN1Cc1ccc(Oc2ccccc2)cc1. As a reaction SMILES: [C:39].[CH3:36][CH2:37][OH:38].[Cl:1][c:2]1[cH:3][c:4]([C:26]#[C:27][CH2:28][N:29]2[CH2:30][CH2:31][CH2:32][CH2:33]2)[cH:5][c:6]2[c:10]1[C:9](=[O:11])[N:8]([CH2:12][c:13]1[cH:14][cH:15][c:16]([O:19][c:20]3[cH:21][cH:22][cH:23][cH:24][cH:25]3)[cH:17][cH:18]1)[CH2:7]2.[H:34][H:35].[Pd:40]>>[Cl:1][c:2]1[cH:3][c:4]([CH2:26][CH2:27][CH2:28][N:29]2[CH2:30][CH2:31][CH2:32][CH2:33]2)[cH:5][c:6]2[c:10]1[C:9](=[O:11])[N:8]([CH2:12][c:13]1[cH:14][cH:15][c:16]([O:19][c:20]3[cH:21][cH:22][cH:23][cH:24][cH:25]3)[cH:17][cH:18]1)[CH2:7]2. Reactants: N(=O)[O-].[Na+] (sodium nitrite), [Cu]C#N (copper (I) cyanide), C(C)OC(=O)C=1N=CC=2NC3=CC=C(C=C3C2C1C)N (6-amino-4-methyl-β-carbolin-3-carboxylic acid ethyl ester). The solvent is [C-]#N.[Na+] (sodium cyanide), S(O)(O)(=O)=O (sulphuric acid). Run at temperature 60 celsius, time 20 minute. The product is C(C)OC(=O)C=1N=CC=2NC3=CC=C(C=C3C2C1C)C#N (6-Cyano-4-methyl-β-carbolin-3-carboxylic acid ethyl ester). Isolated yield 25.0%. RXN SMILES: N([O-])=O.[Na+].[CH2:5]([O:7][C:8]([C:10]1[N:11]=[CH:12][C:13]2[NH:14][C:15]3[C:20]([C:21]=2[C:22]=1[CH3:23])=[CH:19][C:18](N)=[CH:17][CH:16]=3)=[O:9])[CH3:6].[Cu][C:26]#[N:27]>S(=O)(=O)(O)O.[C-]#N.[Na+]>[CH2:5]([O:7][C:8]([C:10]1[N:11]=[CH:12][C:13]2[NH:14][C:15]3[C:20]([C:21]=2[C:22]=1[CH3:23])=[CH:19][C:18]([C:26]#[N:27])=[CH:17][CH:16]=3)=[O:9])[CH3:6] |f:0.1,5.6|. Procedure details: 5 ml of 2 molar aqueous sodium nitrite solution is added dropwise, while cooling intensively with ice, to a suspension of 2.7 g of 6-amino-4-methyl-β-carbolin-3-carboxylic acid ethyl ester in 15 ml of 3N sulphuric acid. After 20 minutes, the diazotizing solution is quickly added dropwise to a solution at 60° C. of 1.2 g of copper (I) cyanide in 8 ml of 4.5 molar sodium cyanide solution. After heating for 30 minutes at 60° C., the solution is allowed to stand at room temperature for 2 hours and i... Starting materials: C([O-])([O-])=O.[Cs+].[Cs+] (cesium carbonate), o-diphenylphosphinylhydroxylamine, N1(CCC2=CC=CC=C12)C(CC1=NC(=CC(N1)=O)N1CCOCC1)=O (2-[2-(2,3-dihydro-1H-indol-1-yl)-2-oxoethyl]-6-(morpholin-4-yl)pyrimidin-4(3H)-one), CN(C=O)C (dimethylformamide). Run in O (water). Conditions: time 2 hour. Product: NN1C(=NC(=CC1=O)N1CCOCC1)CC(=O)N1CCC2=CC=CC=C12 (3-amino-2-[2-(2,3-dihydro-1H-indol-1-yl)-2-oxoethyl]-6-(morpholin-4-yl)pyrimidin-4(3H)-one). Reaction SMILES: C(=O)([O-])[O-].[Cs+].[Cs+].[N:7]1([C:16](=[O:31])[CH2:17][C:18]2[NH:23][C:22](=[O:24])[CH:21]=[C:20]([N:25]3[CH2:30][CH2:29][O:28][CH2:27][CH2:26]3)[N:19]=2)[C:15]2[C:10](=[CH:11][CH:12]=[CH:13][CH:14]=2)[CH2:9][CH2:8]1.C[N:33](C)C=O>O>[NH2:33][N:23]1[C:22](=[O:24])[CH:21]=[C:20]([N:25]2[CH2:26][CH2:27][O:28][CH2:29][CH2:30]2)[N:19]=[C:18]1[CH2:17][C:16]([N:7]1[C:15]2[C:10](=[CH:11][CH:12]=[CH:13][CH:14]=2)[CH2:9][CH2:8]1)=[O:31] |f:0.1.2|. Reported procedure: 957 mg of cesium carbonate and 685 mg of o-diphenylphosphinylhydroxylamine are successively added to a suspension of 500 mg of 2-[2-(2,3-dihydro-1H-indol-1-yl)-2-oxoethyl]-6-(morpholin-4-yl)pyrimidin-4(3H)-one (which can be obtained according to the previous step) in 5 ml of dimethylformamide. The reaction mixture is stirred at ambient temperature for 2 hours and then diluted with 10 ml of water and extracted with dichloromethane (3×25 ml). The organic phases are combined and then dried over anh... Starting materials: CC1(C(C1CC(Cl)(Cl)Cl)C(=O)OC)C (methyl 2,2-dimethyl-3-(2,2,2-trichloroethyl)cyclopropane-1-carboxylate), CC1(C(C1CC(Cl)(Cl)Cl)C(=O)OC)C (methyl 2,2-dimethyl-3-(2,2,2-trichloroethyl)cyclopropane-1-carboxylate), aqueous solution, [OH-].[Na+] (sodium hydroxide), CO (methanol). Reaction conditions: time 5 hour. Yields the product CC1(C(C1C=C(Cl)Cl)(C)C)C(=O)O (methyl 3-(2,2-dichloroethenyl)-2,2-dimethylcyclopropane-1-carboxylic acid). Isolated yield 78.0%. Reaction SMILES: [CH3:1][C:2]1([CH3:14])[CH:4]([CH2:5][C:6]([Cl:9])([Cl:8])Cl)[CH:3]1[C:10]([O:12]C)=[O:11].[OH-].[Na+].[CH3:17]O>>[CH3:17][C:3]1([C:10]([OH:12])=[O:11])[CH:4]([CH:5]=[C:6]([Cl:8])[Cl:9])[C:2]1([CH3:1])[CH3:14] |f:1.2|. Procedure details: A mixture of 9.0 g (0.035 mole) of methyl 2,2-dimethyl-3-(2,2,2-trichloroethyl)cyclopropane-1-carboxylate (compound Z, C/T=75/25) in 30 ml of a 20% aqueous solution of sodium hydroxide (0.15 mole) and 10 ml of methanol was heated to 98° over 30 minutes. Heating was continued at this temperature for 5 hours. The reaction mixture was cooled, washed with ether, and the aqueous phase made acidic by the addition of concentrated hydrochloric acid. The acidic mixture was extracted with ether, and the e... Starting materials: CCO, [Cl-], [Fe], O=C1CCCc2ccc([N+](=O)[O-])cc21, [NH4+], O. Yields the product Nc1ccc2c(c1)C(=O)CCC2. Reaction SMILES: [CH2:18]([OH:19])[CH3:20].[Cl-:15].[Fe:21].[N+:1]([O-:2])(=[O:3])[c:4]1[cH:5][cH:6][c:7]2[c:12]([cH:13]1)[C:11](=[O:14])[CH2:10][CH2:9][CH2:8]2.[NH4+:16].[OH2:17]>>[NH2:1][c:4]1[cH:5][cH:6][c:7]2[c:12]([cH:13]1)[C:11](=[O:14])[CH2:10][CH2:9][CH2:8]2. Starting materials: O1CCCC1 (tetrahydrofuran), C[C@@]12C=CC[C@H]2CC1=O ((±)-(1S,5R)-5-methylbicyclo[3.2.0]hept-3-en-6-one), O1CCCC1 (tetrahydrofuran), CP(=O)(C)CC(=O)OC(C)(C)C (tert-butyl dimethylphosphorylacetate), [H-].[Na+] (sodium hydride). Solvent: C(CC(O)(C(=O)O)CC(=O)O)(=O)O (citric acid). The product is C[C@@]12C=CC[C@H]2CC1=CC(=O)OC(C)(C)C (Tert-butyl(±)-[(1S,5R)-5-methyl-bicyclo[3.2.0]hept-3-en-6-ylidene]acetate). Reaction SMILES: O1CCCC1.[CH3:6][C@@:7]12[C:13](=O)[CH2:12][C@@H:11]1[CH2:10][CH:9]=[CH:8]2.CP([CH2:19][C:20]([O:22][C:23]([CH3:26])([CH3:25])[CH3:24])=[O:21])(C)=O.[H-].[Na+]>C(O)(=O)CC(CC(O)=O)(C(O)=O)O>[CH3:6][C@@:7]12[C:13](=[CH:19][C:20]([O:22][C:23]([CH3:26])([CH3:25])[CH3:24])=[O:21])[CH2:12][C@@H:11]1[CH2:10][CH:9]=[CH:8]2 |f:3.4|. Procedure details: An anhydrous tetrahydrofuran solution (2 mL) of (±)-(1S,5R)-5-methylbicyclo[3.2.0]hept-3-en-6-one (800 mg, 6.55 mmol) was added dropwise with stirring under ice cooling to a reaction solution prepared in advance from an anhydrous tetrahydrofuran solution (10 mL) of tert-butyl dimethylphosphorylacetate (1.28 g, 6.55 mmol) and sodium hydride (>63% oil, 245 mg, 6.55 mmol), and the mixture was then stirred for 1 hour in this bath and further stirred at room temperature for 2 hours. The reaction solu... Reactants: C1(=CC=CC=C1)C1=C(C=NC2=C(C=CC=C12)C(F)(F)F)C(=C)C1=CC=CC=C1 (4-phenyl-3-(1-phenylvinyl)-8-(trifluoromethyl)quinoline), [H][H] (hydrogen). The reagents and catalysts are [Pd] (Pd/C). The solvent is CCO (EtOH). Product: C1(=CC=CC=C1)C1=C(C=NC2=C(C=CC=C12)C(F)(F)F)C(C)C1=CC=CC=C1 (4-PHENYL-3-(1-PHENYLETHYL)-8-(TRIFLUOROMETHYL)QUINOLINE). Isolated yield 101.6%. Reaction SMILES: [C:1]1([C:7]2[C:16]3[C:11](=[C:12]([C:17]([F:20])([F:19])[F:18])[CH:13]=[CH:14][CH:15]=3)[N:10]=[CH:9][C:8]=2[C:21]([C:23]2[CH:28]=[CH:27][CH:26]=[CH:25][CH:24]=2)=[CH2:22])[CH:6]=[CH:5][CH:4]=[CH:3][CH:2]=1.[H][H]>CCO.[Pd]>[C:1]1([C:7]2[C:16]3[C:11](=[C:12]([C:17]([F:20])([F:18])[F:19])[CH:13]=[CH:14][CH:15]=3)[N:10]=[CH:9][C:8]=2[CH:21]([C:23]2[CH:28]=[CH:27][CH:26]=[CH:25][CH:24]=2)[CH3:22])[CH:2]=[CH:3][CH:4]=[CH:5][CH:6]=1. Reported procedure: 4-phenyl-3-(1-phenylvinyl)-8-(trifluoromethyl)quinoline (0.050 g, 0.133 mmol) and 5% Pd/C (0.010 g) in EtOH (7 mL) is hydrogenated on a Parr shaker (40 psi hydrogen) overnight. The reaction is filtered through Celite and concentrated. The product is chromatographed eluting with 2:98 ethyl acetate:hexanes to afford the title compound (0.051 g). MS (ESI) m/z 378; HRMS: calcd for C24H18F3N+H, 378.14696; found (ESI, [M+H]+), 378.1459.